Dataset: the Open Reaction Database (ORD), a public repository of structured organic reaction records. Task: describe an organic reaction: reactants, conditions, products, and yield Starting materials: crude product, C(C)(=O)OC1=CC=C(C=C1)C(=O)OC(CCCCCOCC)C(F)(F)F (4-acetoxy-1-(1-trifluoromethyl-6-ethoxyhexyloxycarbonyl)benzene), C(C1=CC=CC=C1)N (benzylamine). Solvent: C(Cl)(Cl)Cl (chloroform), C(C)O (ethanol). Conditions: time 4 hour. The product is OC1=CC=C(C=C1)C(=O)OC(CCCCCOCC)C(F)(F)F (4-hydroxy-1-(1-trifluoromethyl-6-ethoxyhexyloxycarbonyl)benzene). As a reaction SMILES: C([O:4][C:5]1[CH:10]=[CH:9][C:8]([C:11]([O:13][CH:14]([C:23]([F:26])([F:25])[F:24])[CH2:15][CH2:16][CH2:17][CH2:18][CH2:19][O:20][CH2:21][CH3:22])=[O:12])=[CH:7][CH:6]=1)(=O)C.C(N)C1C=CC=CC=1>C(O)C.C(Cl)(Cl)Cl>[OH:4][C:5]1[CH:10]=[CH:9][C:8]([C:11]([O:13][CH:14]([C:23]([F:24])([F:25])[F:26])[CH2:15][CH2:16][CH2:17][CH2:18][CH2:19][O:20][CH2:21][CH3:22])=[O:12])=[CH:7][CH:6]=1. Procedure: The crude product (1.9 g) of the above compound (2) was dissolved in 50 ml of ethanol, and 4 g of benzylamine was added dropwise. Further, after stirring was conducted at room temperature for 4 hours, the mixture was diluted with 500 ml of chloroform, washed with dilute hydrochloric acid and water in this sequence, and dried over magnesium sulfate. After the solvent was evaporated, the residue was isolated and purified by silica gel column chromatography to obtain 1.2 g of a final product (3). The reactants are [BH4-], CCO, [Na+], C1CCOC1, O, Cc1oc(-c2ccco2)nc1COc1ccc(C=O)cn1. The product is Cc1oc(-c2ccco2)nc1COc1ccc(CO)cn1. As a reaction SMILES: [BH4-:1].[CH3:29][CH2:30][OH:31].[Na+:2].[O:24]1[CH2:25][CH2:26][CH2:27][CH2:28]1.[OH2:32].[o:3]1[c:4](-[c:8]2[o:9][c:10]([CH3:23])[c:11]([CH2:13][O:14][c:15]3[n:16][cH:17][c:18]([CH:19]=[O:20])[cH:21][cH:22]3)[n:12]2)[cH:5][cH:6][cH:7]1>>[o:3]1[c:4](-[c:8]2[o:9][c:10]([CH3:23])[c:11]([CH2:13][O:14][c:15]3[n:16][cH:17][c:18]([CH2:19][OH:20])[cH:21][cH:22]3)[n:12]2)[cH:5][cH:6][cH:7]1.